This data is from the Open Reaction Database (ORD), a public repository of structured organic reaction records. The task is: describe an organic reaction: reactants, conditions, products, and yield Reactants: N1=CC=CC2=CC=CC=C12 (quinoline), C(C1=CC=CC=C1)OC1=CC=C(C=C1)C(CC(=O)OC)C#CC (methyl 3-[4-(benzyloxy)phenyl]hex-4-ynoate). Reagents/catalysts: [Pd] (Pd/C). Run in C(C)(=O)OCC (ethyl acetate), C(C)(=O)OCC (ethyl acetate). Conditions: time 2 hour. Product: OC1=CC=C(C=C1)C(CC(=O)OC)CCC (Methyl 3-(4-hydroxyphenyl)hexanoate). Yield: 0.8%. As a reaction SMILES: N1C2C(=CC=CC=2)C=CC=1.C([O:18][C:19]1[CH:24]=[CH:23][C:22]([CH:25]([C:31]#[C:32][CH3:33])[CH2:26][C:27]([O:29][CH3:30])=[O:28])=[CH:21][CH:20]=1)C1C=CC=CC=1>C(OCC)(=O)C.[Pd]>[OH:18][C:19]1[CH:20]=[CH:21][C:22]([CH:25]([CH2:31][CH2:32][CH3:33])[CH2:26][C:27]([O:29][CH3:30])=[O:28])=[CH:23][CH:24]=1. Reported procedure: To a 500 mL parr hydrogenater flask with ethyl acetate (5 mL) and quinoline (0.117 g, 1.4 mmol), was added methyl 3-[4-(benzyloxy)phenyl]hex-4-ynoate (0.2 g, 65.0 mmol) and 10% Pd/C (0.015 g) under N2 atmosphere. The RM was hydrogenated for 2 h. The RM was diluted with ethyl acetate (10 mL), filtered the catalyst through celite and evaporated to dryness under reduced pressure. The crude was purified by flash column chromatography on silica gel (100/200 mesh), to give the product (0.11 g, yield: ...